The task is: describe an organic reaction: reactants, conditions, products, and yield. This data is from the Open Reaction Database (ORD), a public repository of structured organic reaction records. Reactants: N(=O)[N+](=O)[O-] (Dinitrogen trioxide), C(CC(C)C)N(C(NCCCl)=O)C([C@@H]1[C@H]([C@@H]([C@H]([C@@](O)(O1)CCCC)O)O)O)O (3-isopentyl-3-(n-butyl-α-D-glucopyranose-6-yl)-1-(2-chloroethyl)urea), ClCCl (dichloromethane), ClC1=CC=CC=C1 (monochlorobenzene). The solvent is ClC(C)Cl (dichloroethane). Run at time 1 hour. The product is C(CC(C)C)N(C(N(N=O)CCCl)=O)C([C@@H]1[C@H]([C@@H]([C@H]([C@@](O)(O1)CCCC)O)O)O)O (3-isopentyl-3-(n-butyl-α-D-glucopyranose-6-yl)-1-(2-chloroethyl)-1-nitrosourea). The yield is 76.3%. RXN SMILES: [N:1]([N+]([O-])=O)=[O:2].[CH2:6]([N:11]([CH:18]([OH:33])[C@H:19]1[O:25][C@:23]([CH2:26][CH2:27][CH2:28][CH3:29])([OH:24])[C@H:22]([OH:30])[C@@H:21]([OH:31])[C@@H:20]1[OH:32])[C:12](=[O:17])[NH:13][CH2:14][CH2:15][Cl:16])[CH2:7][CH:8]([CH3:10])[CH3:9].ClCCl.ClC1C=CC=CC=1>ClC(Cl)C>[CH2:6]([N:11]([CH:18]([OH:33])[C@H:19]1[O:25][C@:23]([CH2:26][CH2:27][CH2:28][CH3:29])([OH:24])[C@H:22]([OH:30])[C@@H:21]([OH:31])[C@@H:20]1[OH:32])[C:12](=[O:17])[N:13]([CH2:14][CH2:15][Cl:16])[N:1]=[O:2])[CH2:7][CH:8]([CH3:10])[CH3:9]. Procedure details: Dinitrogen trioxide gas (1.5 g) was introduced into a solution of the thus prepared 3-isopentyl-3-(n-butyl-α-D-glucopyranose-6-yl)-1-(2-chloroethyl)urea (4.68 g, 11.38 mmol) in a mixture of dichloroethane (50 ml), dichloromethane (10 ml), and monochlorobenzene (10 ml) with thorough stirring at 10°-18° C., and stirring was continued for further one hour at the same temperature. The reaction mixture was vacuum-concentrated at 28° C. or below and purified by column chromatography (packing silica ge... Starting materials: C(C)(C)(C)C=1N=C(C=2C(N1)=NN(N2)CC(=O)C2=C(C=CC=C2)Cl)N2CC(CC2)(F)F (2-[5-tert-Butyl-7-(3,3-difluoro-pyrrolidin-1-yl)-[1,2,3]triazolo[4,5-d]pyrimidin-2-yl]-1-(2-chloro-phenyl)-ethanone), C(C)(C)(C)C=1N=C(C2=C(N1)NN=N2)N2CC(CC2)(F)F (5-tert-butyl-7-(3,3-difluoropyrrolidin-1-yl)-3H-[1,2,3]triazolo[4,5-d]pyrimidine), BrCC(=O)C1=CC(=CC=C1)Cl (2-bromo-1-(3-chlorophenyl)ethanone). Yields the product C(C)(C)(C)C=1N=C(C=2C(N1)=NN(N2)CC(=O)C2=CC(=CC=C2)Cl)N2CC(CC2)(F)F (2-[5-tert-Butyl-7-(3,3-difluoro-pyrrolidin-1-yl)-[1,2,3]triazolo[4,5-d]pyrimidin-2-yl]-1-(3-chloro-phenyl)-ethanone). RXN SMILES: [C:1]([C:5]1[N:6]=[C:7]([N:24]2[CH2:28][CH2:27][C:26]([F:30])([F:29])[CH2:25]2)[C:8]2[C:9](=[N:11][N:12]([CH2:14][C:15](C3C=CC=CC=3Cl)=[O:16])[N:13]=2)[N:10]=1)([CH3:4])([CH3:3])[CH3:2].C(C1N=C(N2CCC(F)(F)C2)C2N=NNC=2N=1)(C)(C)C.BrCC([C:55]1[CH:60]=[CH:59][CH:58]=[C:57]([Cl:61])[CH:56]=1)=O>>[C:1]([C:5]1[N:6]=[C:7]([N:24]2[CH2:28][CH2:27][C:26]([F:29])([F:30])[CH2:25]2)[C:8]2[C:9](=[N:11][N:12]([CH2:14][C:15]([C:55]3[CH:60]=[CH:59][CH:58]=[C:57]([Cl:61])[CH:56]=3)=[O:16])[N:13]=2)[N:10]=1)([CH3:2])([CH3:4])[CH3:3]. Procedure: In analogy to the procedure described for the synthesis of 2-[5-tert-Butyl-7-(3,3-difluoro-pyrrolidin-1-yl)-[1,2,3]triazolo[4,5-d]pyrimidin-2-yl]-1-(2-chloro-phenyl)-ethanone (example 47), the title compound was prepared from 5-tert-butyl-7-(3,3-difluoropyrrolidin-1-yl)-3H-[1,2,3]triazolo[4,5-d]pyrimidine and 2-bromo-1-(3-chlorophenyl)ethanone and isolated as yellow solid. MS (m/e): 435.3 (MH+). Reactants: C(C1=CC=CC=C1)OC1=CC=C(C=C1)N1N=C(C=2C1=NC=CC2)CC (1-[4-(benzyloxy)phenyl]-3-ethyl-1H-pyrazolo[3,4-b]pyridine). Reagents/catalysts: [Pd] (palladium on carbon). The solvent is C(C)O (ethanol). Reaction conditions: time 5 hour. Product: C(C)C1=NN(C2=NC=CC=C21)C2=CC=C(C=C2)O (4-(3-Ethyl-1H-pyrazolo[3,4-b]pyridin-1-yl)phenol). Yield: 91.8%. Reaction SMILES: C([O:8][C:9]1[CH:14]=[CH:13][C:12]([N:15]2[C:19]3=[N:20][CH:21]=[CH:22][CH:23]=[C:18]3[C:17]([CH2:24][CH3:25])=[N:16]2)=[CH:11][CH:10]=1)C1C=CC=CC=1>[Pd].C(O)C>[CH2:24]([C:17]1[C:18]2[C:19](=[N:20][CH:21]=[CH:22][CH:23]=2)[N:15]([C:12]2[CH:13]=[CH:14][C:9]([OH:8])=[CH:10][CH:11]=2)[N:16]=1)[CH3:25]. Reported procedure: A mixture of 1-[4-(benzyloxy)phenyl]-3-ethyl-1H-pyrazolo[3,4-b]pyridine (300 mg), 10% palladium on carbon (containing water (50%), 97 mg) and ethanol (10 ml) was vigorously stirred under a hydrogen atmosphere at room temperature for 5 hr. The reaction mixture was filtered and the filtrate was concentrated to give the title compound (200 mg). Reactants: O=C(C=1C=CN(C1)C)C, [Zn].O=S(O)C(F)F. The reagents and catalysts are O=C(O)C(F)(F)F, OOC(C)(C)C. Run in O, ClCCl. Run at temperature 25 celsius, time 18 hour. Yields the product O=C(C=1C=CN(C1C(F)F)C)C. The yield is 65.0%. RXN SMILES: [C:79](=[O:80])([O-:81])[O-:82].[C:85]([O-:86])(=[O:87])[CH3:88].[C:90]([O-:91])(=[O:92])[CH3:93].[CH3:1][O:2][c:3]1[c:4](-[c:9]2[cH:10][n:11]([S:27](=[O:28])(=[O:29])[c:30]3[cH:31][cH:32][c:33]([CH3:36])[cH:34][cH:35]3)[c:12]3[n:13][cH:14][c:15]([B:18]4[O:19][C:20]([CH3:21])([CH3:22])[C:23]([CH3:24])([CH3:25])[O:26]4)[cH:16][c:17]23)[cH:5][cH:6][cH:7][cH:8]1.[CH3:37][N:38]([C:39](=[O:40])[c:41]1[c:42]([NH2:48])[n:43][n:44][c:45]([Cl:47])[cH:46]1)[CH3:49].[CH3:99][C:100]#[N:101].[CH:50]1([P:51]([CH:52]2[CH2:53][CH2:54][CH2:55][CH2:56][CH2:57]2)[c:58]2[cH:59][cH:60][cH:61][cH:62][c:63]2-[c:64]2[c:65]([O:66][CH3:67])[cH:68][cH:69][cH:70][c:71]2[O:72][CH3:73])[CH2:74][CH2:75][CH2:76][CH2:77][CH2:78]1.[K+:83].[K+:84].[O:94]1[CH2:95][CH2:96][CH2:97][CH2:98]1.[Pd+2:89]>>[CH3:1][O:2][c:3]1[c:4](-[c:9]2[cH:10][n:11]([S:27](=[O:28])(=[O:29])[c:30]3[cH:31][cH:32][c:33]([CH3:36])[cH:34][cH:35]3)[c:12]3[n:13][cH:14][c:15](-[c:45]4[n:44][n:43][c:42]([NH2:48])[c:41]([C:39]([N:38]([CH3:37])[CH3:49])=[O:40])[cH:46]4)[cH:16][c:17]23)[cH:5][cH:6][cH:7][cH:8]1. The product is COc1ccccc1-c1cn(S(=O)(=O)c2ccc(C)cc2)c2ncc(-c3cc(C(=O)N(C)C)c(N)nn3)cc12. The reactants are O=C([O-])[O-], CC(=O)[O-], CC(=O)[O-], COc1ccccc1-c1cn(S(=O)(=O)c2ccc(C)cc2)c2ncc(B3OC(C)(C)C(C)(C)O3)cc12, CN(C)C(=O)c1cc(Cl)nnc1N, CC#N, COc1cccc(OC)c1-c1ccccc1P(C1CCCCC1)C1CCCCC1, [K+], [K+], C1CCOC1, [Pd+2]. Starting materials: [Al+3], ClCCl, CC#C[Si](C)(C)C, COC(=O)C1CCC(OC)N1C(=O)OC, [Cl-], [Cl-], [Cl-], Cl[Sn](Cl)(Cl)Cl. The product is CC#CC1CCC(C(=O)OC)N1C(=O)OC. Reaction SMILES: [Al+3:29].[CH2:32]([Cl:33])[Cl:34].[CH3:16][Si:17]([CH3:18])([CH3:19])[C:20]#[C:21][CH3:22].[CH3:1][O:2][CH:3]1[CH2:4][CH2:5][CH:6]([C:12](=[O:13])[O:14][CH3:15])[N:7]1[C:8](=[O:9])[O:10][CH3:11].[Cl-:28].[Cl-:30].[Cl-:31].[Sn:23]([Cl:24])([Cl:25])([Cl:26])[Cl:27]>>[CH:3]1([C:20]#[C:21][CH3:22])[CH2:4][CH2:5][CH:6]([C:12](=[O:13])[O:14][CH3:15])[N:7]1[C:8](=[O:9])[O:10][CH3:11].